This data is from the Open Reaction Database (ORD), a public repository of structured organic reaction records. The task is: describe an organic reaction: reactants, conditions, products, and yield The reactants are CNC, O=Cc1ccc(C2=NC=C3C(F)=CC(=O)NC4=C3N2CC4)cc1. Yields the product CN(C)Cc1ccc(C2=NC=C3C(F)=CC(=O)NC4=C3N2CC4)cc1. Reaction SMILES: [CH3:24][NH:25][CH3:26].[F:1][C:2]1=[CH:11][C:10](=[O:12])[NH:9][C:8]2=[C:4]3[C:3]1=[CH:15][N:14]=[C:13]([c:16]1[cH:17][cH:18][c:19]([CH:20]=[O:21])[cH:22][cH:23]1)[N:5]3[CH2:6][CH2:7]2>>[F:1][C:2]1=[CH:11][C:10](=[O:12])[NH:9][C:8]2=[C:4]3[C:3]1=[CH:15][N:14]=[C:13]([c:16]1[cH:17][cH:18][c:19]([CH2:20][N:25]([CH3:24])[CH3:26])[cH:22][cH:23]1)[N:5]3[CH2:6][CH2:7]2. The reactants are CC(C)OP(=O)([O-])OC(C)C, CC(C)c1cc(OCc2ccc(CN(C)C)o2)cc2c1C(=O)N(CCl)S2(=O)=O. Yields the product CC(C)OP(=O)(OCN1C(=O)c2c(C(C)C)cc(OCc3ccc(CN(C)C)o3)cc2S1(=O)=O)OC(C)C. As a reaction SMILES: [CH3:29][CH:30]([CH3:31])[O:32][P:33]([O-:34])(=[O:35])[O:36][CH:37]([CH3:38])[CH3:39].[Cl:1][CH2:2][N:3]1[S:4](=[O:5])(=[O:6])[c:7]2[cH:8][c:9]([O:18][CH2:19][c:20]3[o:21][c:22]([CH2:25][N:26]([CH3:27])[CH3:28])[cH:23][cH:24]3)[cH:10][c:11]([CH:15]([CH3:16])[CH3:17])[c:12]2[C:13]1=[O:14]>>[CH2:2]([N:3]1[S:4](=[O:5])(=[O:6])[c:7]2[cH:8][c:9]([O:18][CH2:19][c:20]3[o:21][c:22]([CH2:25][N:26]([CH3:27])[CH3:28])[cH:23][cH:24]3)[cH:10][c:11]([CH:15]([CH3:16])[CH3:17])[c:12]2[C:13]1=[O:14])[O:35][P:33]([O:32][CH:30]([CH3:29])[CH3:31])(=[O:34])[O:36][CH:37]([CH3:38])[CH3:39].